This data is from the Open Reaction Database (ORD), a public repository of structured organic reaction records. The task is: describe an organic reaction: reactants, conditions, products, and yield RXN SMILES: [CH3:1][C:2]1[N:11]([C:12]2[CH:17]=[CH:16][CH:15]=[C:14]([N:18]3[C:22](=[O:23])[NH:21][N:20]=[N:19]3)[CH:13]=2)[C:10](=[O:24])[C:9]2[C:4](=[CH:5][CH:6]=[CH:7][CH:8]=2)[N:3]=1.[C:25]([C:27]1[CH:34]=[CH:33][C:30]([CH:31]=O)=[CH:29][CH:28]=1)#[N:26]>CC(O)=O>[O:24]=[C:10]1[C:9]2[C:4](=[CH:5][CH:6]=[CH:7][CH:8]=2)[N:3]=[C:2](/[CH:1]=[CH:31]/[C:30]2[CH:33]=[CH:34][C:27]([C:25]#[N:26])=[CH:28][CH:29]=2)[N:11]1[C:12]1[CH:17]=[CH:16][CH:15]=[C:14]([N:18]2[C:22](=[O:23])[NH:21][N:20]=[N:19]2)[CH:13]=1. The yield is 70.0%. The solvent is CC(=O)O (AcOH). Product: O=C1N(C(=NC2=CC=CC=C12)/C=C/C1=CC=C(C#N)C=C1)C1=CC(=CC=C1)N1N=NNC1=O ((E)-4-(2-(4-oxo-3-(3-(5-oxo-4,5-dihydro-1H-tetrazol-1-yl)phenyl)-3,4-dihydroquinazolin-2-yl)vinyl)benzonitrile). The reactants are CC1=NC2=CC=CC=C2C(N1C1=CC(=CC=C1)N1N=NNC1=O)=O (2-methyl-3-(3-(5-oxo-4,5-dihydro-1H-tetrazol-1-yl)phenyl)quinazolin-4(3H)-one), C(#N)C1=CC=C(C=O)C=C1 (4-cyanobenzaldehyde). Run at time 3 day. Procedure details: A mixture of 2-methyl-3-(3-(5-oxo-4,5-dihydro-1H-tetrazol-1-yl)phenyl)quinazolin-4(3H)-one (32 mg, 0.1 mmol) and 4-cyanobenzaldehyde (16 mg, 0.12 mmol) in AcOH (5 mL) was heated to reflux and stirred for 3 days (continuously monitored by LC/MS, which indicated product formation after 3 hr). After cooling, the mixture was dry-loaded onto silica gel and purified by column chromatography on silica gel using CH2Cl2/MeOH (1:0 to 95:5) as eluent to give a solid (11 mg; desired product ca. 70% purity).... Reactants: C(CCCCCCCCC)NCC1=CC(=CC=C1)CNCCCCCCCCCC (N,N'-didecyl-m-xylylenediamine), FC1=C(C=CC(=C1)F)N=C=O (2,4-difluorophenyl isocyanate). Run in CCCCCC (n-hexane), CCCCCC (n-hexane). Conditions: time 2 hour. Yields the product C(CCCCCCCCC)N(C(=O)NC1=C(C=C(C=C1)F)F)CC1=CC(=CC=C1)CN(C(=O)NC1=C(C=C(C=C1)F)F)CCCCCCCCCC (1,3-bis[[1-decyl-3-(2,4-difluorophenyl)ureido]methyl]benzene). Isolated yield 51.6%. As a reaction SMILES: [CH2:1]([NH:11][CH2:12][C:13]1[CH:18]=[CH:17][CH:16]=[C:15]([CH2:19][NH:20][CH2:21][CH2:22][CH2:23][CH2:24][CH2:25][CH2:26][CH2:27][CH2:28][CH2:29][CH3:30])[CH:14]=1)[CH2:2][CH2:3][CH2:4][CH2:5][CH2:6][CH2:7][CH2:8][CH2:9][CH3:10].[F:31][C:32]1[CH:37]=[C:36]([F:38])[CH:35]=[CH:34][C:33]=1[N:39]=[C:40]=[O:41]>CCCCCC>[CH2:21]([N:20]([CH2:19][C:15]1[CH:16]=[CH:17][CH:18]=[C:13]([CH2:12][N:11]([CH2:1][CH2:2][CH2:3][CH2:4][CH2:5][CH2:6][CH2:7][CH2:8][CH2:9][CH3:10])[C:40]([NH:39][C:33]2[CH:34]=[CH:35][C:36]([F:38])=[CH:37][C:32]=2[F:31])=[O:41])[CH:14]=1)[C:40]([NH:39][C:33]1[CH:34]=[CH:35][C:36]([F:38])=[CH:37][C:32]=1[F:31])=[O:41])[CH2:22][CH2:23][CH2:24][CH2:25][CH2:26][CH2:27][CH2:28][CH2:29][CH3:30]. Reported procedure: To a solution of 833 mg N,N'-didecyl-m-xylylenediamine in 20 ml n-hexane, was added dropwise with stirring 5 ml of a n-hexane solution containing 620 mg 2,4-difluorophenyl isocyanate under ice cooling. Stirring was continued at room temperature for two hours, the solvent was distilled off under reduced pressure, and the residue was purified by silica gel column chromatography, giving 750 mg of 1,3-bis[[1-decyl-3-(2,4-difluorophenyl)ureido]methyl]benzene.